This data is from the Open Reaction Database (ORD), a public repository of structured organic reaction records. The task is: describe an organic reaction: reactants, conditions, products, and yield The reactants are Cl (hydrochloric acid), C(#N)C=1C(=CNC1)C(=O)O (4-cyano-1H-pyrrole-3-carboxylic acid), Cl.CN (methylamine hydrochloride), ON1N=NC2=C1C=CC=C2 (1-hydroxybenzotriazole), N-ethyl-N′-3-dimethylaminopropylcarbodiimide. The solvent is O1CCCC1 (tetrahydrofuran), C(C)N(CC)CC (triethylamine). Reaction conditions: time 8 hour. Yields the product CNC(=O)C1=CNC=C1C#N (4-Cyano-1H-pyrrole-3-carboxylic acid methylamide). Isolated yield 93.9%. As a reaction SMILES: [C:1]([C:3]1[C:4]([C:8]([OH:10])=O)=[CH:5][NH:6][CH:7]=1)#[N:2].Cl.CN.O[N:15]1[C:19]2C=CC=CC=2N=N1.Cl>O1CCCC1.C(N(CC)CC)C>[CH3:19][NH:15][C:8]([C:4]1[C:3]([C:1]#[N:2])=[CH:7][NH:6][CH:5]=1)=[O:10] |f:1.2|. Procedure details: To a solution of 4-cyano-1H-pyrrole-3-carboxylic acid (0.034 g), methylamine hydrochloride (0.034 g), triethylamine (0.084 g) and 1-hydroxybenzotriazole (0.034 g) in tetrahydrofuran (2.5 mL) was added N-ethyl-N′-3-dimethylaminopropylcarbodiimide (0.058 g) at room temperature, and this mixture was stirred at same temperature overnight. This reaction mixture was poured into 1 mol/L hydrochloric acid, and this mixture was extracted with ethyl acetate. This organic layer was washed with a saturated ... Reactants: [N+](=O)([O-])C1=C(C#N)C(=CC=C1)[N+](=O)[O-] (2,6-dinitrobenzonitrile), C1(CCCC1)O (cyclopentanol). Yields the product [N+](=O)([O-])C1=C(C#N)C(=CC=C1)OC1CCCC1 (2-Nitro-6-cyclopentoxybenzonitrile). Isolated yield 78.0%. RXN SMILES: [N+]([C:4]1[CH:11]=[CH:10][CH:9]=[C:8]([N+:12]([O-:14])=[O:13])[C:5]=1[C:6]#[N:7])([O-])=O.[CH:15]1([OH:20])[CH2:19][CH2:18][CH2:17][CH2:16]1>>[N+:12]([C:8]1[CH:9]=[CH:10][CH:11]=[C:4]([O:20][CH:15]2[CH2:19][CH2:18][CH2:17][CH2:16]2)[C:5]=1[C:6]#[N:7])([O-:14])=[O:13]. Procedure: Prepared as in Example 166d from 2,6-dinitrobenzonitrile and cyclopentanol in 78% yield as a light tan solid. 1H NMR (400 MHz, CDCl3) δ 1.64 (m, 2H), 1.77 (m, 4H), 1.97 (m, 2H), 5.14 (m, 1H), 7.73 (m, 1H), 7.88 (m, 2H). The reactants are CC(C)(C)OC(=O)N1CCC(=O)CC1, CC(=O)O[BH-](OC(C)=O)OC(C)=O, CCOC(=O)Cc1cc(Cl)ccc1N, CC(=O)O, ClCCl, [Na+], [Na+], O=C([O-])O. Yields the product CC(C)(C)OC(=O)N1CCC(N2C(=O)Cc3cc(Cl)ccc32)CC1. Reaction SMILES: [C:15]([CH3:16])([CH3:17])([CH3:18])[O:19][C:20](=[O:21])[N:22]1[CH2:23][CH2:24][C:25](=[O:28])[CH2:26][CH2:27]1.[C:29]([O:30][BH-:31]([O:32][C:33](=[O:34])[CH3:35])[O:36][C:37](=[O:38])[CH3:39])(=[O:40])[CH3:41].[CH2:1]([O:2][C:4]([CH2:5][c:6]1[c:7]([NH2:13])[cH:8][cH:9][c:10]([Cl:12])[cH:11]1)=[O:14])[CH3:3].[CH3:51][C:52](=[O:53])[OH:54].[Cl:48][CH2:49][Cl:50].[Na+:42].[Na+:47].[O-:43][C:44]([OH:45])=[O:46]>>[C:4]1(=[O:14])[CH2:5][c:6]2[c:7]([cH:8][cH:9][c:10]([Cl:12])[cH:11]2)[N:13]1[CH:25]1[CH2:24][CH2:23][N:22]([C:20]([O:19][C:15]([CH3:16])([CH3:17])[CH3:18])=[O:21])[CH2:27][CH2:26]1. The reactants are ClCC(=O)O (Chloroacetic acid), O.[Pt+2].C(C)NCCNCC ((N,N'-diethylethylenediamine) platinum (II) monohydrate), complex, [K] (potassium). Reaction conditions: time 8 hour. Yields the product [Pt+2].C(C)NCCNCC ((N,N'-DIETHYLETHYLENEDIAMINE) PLATINUM (II)). Reaction SMILES: ClCC(O)=O.O.[Pt+2:7].[CH2:8]([NH:10][CH2:11][CH2:12][NH:13][CH2:14][CH3:15])[CH3:9].[K]>>[Pt+2:7].[CH2:8]([NH:10][CH2:11][CH2:12][NH:13][CH2:14][CH3:15])[CH3:9] |f:1.2.3,5.6,^1:15|. Reported procedure: Chloroacetic acid (19.4 g, 0.205 mol) was added to a stirred solution of the N-ethylethylenediamine diaquo complex (0.92 mol). The solution was adjusted to pH 5-6 with potassium hydoroxide, and then warmed to give a pale yellow precipitate. The mixture was stirred overnight and the solid filtered off, washed with water (20 ml), ethanol (25 ml) and dried in vacuo at 60° C. for four hours. Starting materials: CCCO, NC(=O)c1ccc(NCc2ccc(F)cc2)cn1, [K+], [OH-], O. The product is O=C(O)c1ccc(NCc2ccc(F)cc2)cn1. RXN SMILES: [CH2:21]([OH:22])[CH2:23][CH3:24].[F:1][c:2]1[cH:3][cH:4][c:5]([CH2:6][NH:7][c:8]2[cH:9][cH:10][c:11]([C:14](=[O:15])[NH2:16])[n:12][cH:13]2)[cH:17][cH:18]1.[K+:20].[OH-:19].[OH2:25]>>[F:1][c:2]1[cH:3][cH:4][c:5]([CH2:6][NH:7][c:8]2[cH:9][cH:10][c:11]([C:14](=[O:15])[OH:19])[n:12][cH:13]2)[cH:17][cH:18]1. Starting materials: C1CCOC1, COC(=O)c1cscc1N=NN(C)C, [NH4+], [OH-], O. Yields the product CN(C)N=Nc1cscc1C(N)=O. As a reaction SMILES: [CH2:18]1[O:19][CH2:20][CH2:21][CH2:22]1.[CH3:3][N:4]([CH3:5])[N:6]=[N:7][c:8]1[c:9]([C:13]([O:15][CH3:14])=[O:16])[cH:10][s:11][cH:12]1.[NH4+:1].[OH-:2].[OH2:17]>>[NH2:1][C:13]([c:9]1[c:8]([N:7]=[N:6][N:4]([CH3:3])[CH3:5])[cH:12][s:11][cH:10]1)=[O:15]. Reactants: O=C(NC1CCCc2c1cnn2CCO)OCc1ccccc1, CS(=O)(=O)Cl, ClCCl, c1ccncc1. The product is CS(=O)(=O)OCCn1ncc2c1CCCC2NC(=O)OCc1ccccc1. As a reaction SMILES: [CH2:1]([c:2]1[cH:3][cH:4][cH:5][cH:6][cH:7]1)[O:8][C:9]([NH:10][CH:11]1[c:12]2[cH:13][n:14][n:15]([CH2:20][CH2:21][OH:22])[c:16]2[CH2:17][CH2:18][CH2:19]1)=[O:23].[CH3:30][S:31]([Cl:32])(=[O:33])=[O:34].[Cl:35][CH2:36][Cl:37].[cH:24]1[cH:25][cH:26][n:27][cH:28][cH:29]1>>[CH2:1]([c:2]1[cH:3][cH:4][cH:5][cH:6][cH:7]1)[O:8][C:9]([NH:10][CH:11]1[c:12]2[cH:13][n:14][n:15]([CH2:20][CH2:21][O:22][S:31]([CH3:30])(=[O:33])=[O:34])[c:16]2[CH2:17][CH2:18][CH2:19]1)=[O:23]. The reactants are CCOC(=O)c1cnc(N2CCN(Cc3ccccc3)CC2)nc1Cl, CCN, ClC(Cl)Cl, O. Product: CCNc1nc(N2CCN(Cc3ccccc3)CC2)ncc1C(=O)OCC. Reaction SMILES: [CH2:1]([c:2]1[cH:3][cH:4][cH:5][cH:6][cH:7]1)[N:8]1[CH2:9][CH2:10][N:11]([c:14]2[n:15][cH:16][c:17]([C:21](=[O:22])[O:23][CH2:24][CH3:25])[c:18]([Cl:20])[n:19]2)[CH2:12][CH2:13]1.[CH3:30][CH2:31][NH2:32].[CH:26]([Cl:27])([Cl:28])[Cl:29].[OH2:33]>>[CH2:1]([c:2]1[cH:3][cH:4][cH:5][cH:6][cH:7]1)[N:8]1[CH2:9][CH2:10][N:11]([c:14]2[n:15][cH:16][c:17]([C:21](=[O:22])[O:23][CH2:24][CH3:25])[c:18]([NH:32][CH2:31][CH3:30])[n:19]2)[CH2:12][CH2:13]1. Starting materials: O1C(=CC=C1)C(CC=1C=NC(=CC1)OC)=O (1-Furan-2-yl-2-(6-methoxy-pyridin-3-yl)-ethanone), IC (iodomethane). The solvent is CC(C)(C)OC (MTBE), N-methyl-2-pyrrolidine. Conditions: temperature 100 celsius, time 3 hour. Yields the product crude product, O1C(=CC=C1)C(CC=1C=CC(N(C1)C)=O)=O (5-(2-furan-2-yl-2-oxo-ethyl)-1-methyl-1H-pyridin-2-one). The yield is 287.1%. RXN SMILES: [O:1]1[CH:5]=[CH:4][CH:3]=[C:2]1[C:6](=[O:16])[CH2:7][C:8]1[CH:9]=[N:10][C:11]([O:14]C)=[CH:12][CH:13]=1.I[CH3:18]>CC(OC)(C)C>[O:1]1[CH:5]=[CH:4][CH:3]=[C:2]1[C:6](=[O:16])[CH2:7][C:8]1[CH:13]=[CH:12][C:11](=[O:14])[N:10]([CH3:18])[CH:9]=1. Procedure details: To a solution of 1-furan-2-yl-2-(6-methoxy-pyridin-3-yl)-ethanone (7) (800.0 g, content 625.6 g, 2.88 mol) obtained in Example 1 in N-methyl-2-pyrrolidine (NMP) (1.88 L) was added iodomethane (122.6 g, 0.86 mol), and the reaction mixture was stirred at 100° C. for 3 hours and then at room temperature for 17.5 hours. To the reaction mixture was added dropwise MTBE (6.6 L) over a period of 77 minutes, followed by stirring for 1 hour while cooling in an ice bath. The precipitated crystals were coll... Starting materials: CS(=O)(=O)O (methanesulfonic acid), C(C=C)OC1=CC=C(C=C1)C1C(OC2=C1C=C(C=C2C(C)(C)C)C(C)(C)C)=O (3-(4-allyloxyphenyl)-5,7-di-tert-butyl-benzofuran-2-one). Solvent: C(C)(=O)O (acetic acid). Yields the product C(C)(C)(C)C=1C=C(C2=C(C(C(O2)=O)C=2C=CC3=C(CC(O3)C)C2)C1)C(C)(C)C (5,7-di-tert-butyl-3-(2-methyl-dihydrobenzofuran-5-yl)benzofuran-2-one). Isolated yield 28.0%. Reaction SMILES: [CH2:1]([O:4][C:5]1[CH:10]=[CH:9][C:8]([CH:11]2[C:15]3[CH:16]=[C:17]([C:24]([CH3:27])([CH3:26])[CH3:25])[CH:18]=[C:19]([C:20]([CH3:23])([CH3:22])[CH3:21])[C:14]=3[O:13][C:12]2=[O:28])=[CH:7][CH:6]=1)[CH:2]=C.[CH3:29]S(O)(=O)=O>C(O)(=O)C>[C:24]([C:17]1[CH:18]=[C:19]([C:20]([CH3:22])([CH3:23])[CH3:21])[C:14]2[O:13][C:12](=[O:28])[CH:11]([C:8]3[CH:7]=[CH:6][C:5]4[O:4][CH:1]([CH3:2])[CH2:29][C:10]=4[CH:9]=3)[C:15]=2[CH:16]=1)([CH3:26])([CH3:27])[CH3:25]. Reported procedure: 3.80 g (10.0 mmol) of 3-(4-allyloxyphenyl)-5,7-di-tert-butyl-benzofuran-2-one are kept under nitrogen for about 4 hours at 220° C. After cooling, 10 ml of acetic acid and 0.3 ml of methanesulfonic acid are added and the reaction mixture is refluxed for 7 hours. After dilution with 100 ml of water, the product is extracted with dichloromethane. The organic phases are washed with water, combined, dried over sodium sulfate and concentrated on a vacuum rotary evaporator. Chromatography of the residu...